From a dataset of the Open Reaction Database (ORD), a public repository of structured organic reaction records. describe an organic reaction: reactants, conditions, products, and yield Starting materials: CCOC(C)=O, [O-]Cl, [Na+], OC(c1ccccc1)c1ccccc1. The product is O=C(c1ccccc1)c1ccccc1. RXN SMILES: [CH3:18][CH2:19][O:20][C:21]([CH3:22])=[O:23].[Cl:15][O-:16].[Na+:17].[c:1]1([CH:7]([OH:8])[c:9]2[cH:10][cH:11][cH:12][cH:13][cH:14]2)[cH:2][cH:3][cH:4][cH:5][cH:6]1>>[c:1]1([C:7](=[O:8])[c:9]2[cH:10][cH:11][cH:12][cH:13][cH:14]2)[cH:2][cH:3][cH:4][cH:5][cH:6]1. Reactants: CC(=O)O, COC(C)(C)C1C(=O)N2C1CCOC2(C)C, O. Product: COC(C)(C)C1C(=O)NC1CCO. As a reaction SMILES: [CH3:17][C:18](=[O:19])[OH:20].[CH3:1][C:2]1([CH3:16])[N:3]2[C:4](=[O:15])[CH:5]([C:10]([CH3:11])([CH3:12])[O:13][CH3:14])[CH:6]2[CH2:7][CH2:8][O:9]1.[OH2:21]>>[NH:3]1[C:4](=[O:15])[CH:5]([C:10]([CH3:11])([CH3:12])[O:13][CH3:14])[CH:6]1[CH2:7][CH2:8][OH:9]. The reactants are COC1=C(C=CC=C1)N1CCN(CC1)CCC(C)(C1=CC=CC=C1)C(=O)C1CCCCC1 ((+)-1-(2-methoxyphenyl)-4-[3-(cyclohexanecarbonyl)-3-(phenyl)butyl]piperazine), Cl (HCl). The solvent is CC(C)(C)OC (MTBE). The product is Cl.COC1=C(C=CC=C1)N1CCN(CC1)CCC(C)(C1=CC=CC=C1)C(=O)C1CCCCC1 ((+)-1-(2-methoxyphenyl)-4-[3-(cyclohexanecarbonyl)-3-(phenyl)butyl]piperazine monohydrochloride). RXN SMILES: [CH3:1][O:2][C:3]1[CH:8]=[CH:7][CH:6]=[CH:5][C:4]=1[N:9]1[CH2:14][CH2:13][N:12]([CH2:15][CH2:16][C:17]([C:25]([CH:27]2[CH2:32][CH2:31][CH2:30][CH2:29][CH2:28]2)=[O:26])([C:19]2[CH:24]=[CH:23][CH:22]=[CH:21][CH:20]=2)[CH3:18])[CH2:11][CH2:10]1.[ClH:33]>CC(OC)(C)C>[ClH:33].[CH3:1][O:2][C:3]1[CH:8]=[CH:7][CH:6]=[CH:5][C:4]=1[N:9]1[CH2:10][CH2:11][N:12]([CH2:15][CH2:16][C:17]([C:25]([CH:27]2[CH2:32][CH2:31][CH2:30][CH2:29][CH2:28]2)=[O:26])([C:19]2[CH:20]=[CH:21][CH:22]=[CH:23][CH:24]=2)[CH3:18])[CH2:13][CH2:14]1 |f:3.4|. Procedure: (+)-1-(2-methoxyphenyl)-4-[3-(cyclohexanecarbonyl)-3-(phenyl)butyl]piperazine (6.05 g, 13.9 mmol) was diluted with MTBE (120 mL) followed by addition of HCl (2.2 M solution in isopropanol, 6.3 mL, 13.9 mmol, prepared from 0.80 g of HCl gas in 10 mL of isopropanol). The mixture formed an oil/solid mixture which upon further stirring yielded a uniformly crystalline material. The mixture was suction-filtered and rinsed with MTBE to provide a white solid which was dried under vacuum at 45° C. (5.74 ... Reactants: CCOC(=O)Cc1cc(Cl)c(-c2ccc(-c3nc(C(N)=O)c(C)nc3C)cc2)cc1C, CC(C)(C)O, Cl, [K+], [OH-]. Product: Cc1cc(-c2ccc(-c3nc(C(N)=O)c(C)nc3C)cc2)c(Cl)cc1CC(=O)O. RXN SMILES: [C:3]([NH2:4])(=[O:5])[c:6]1[c:7]([CH3:33])[n:8][c:9]([CH3:32])[c:10](-[c:12]2[cH:13][cH:14][c:15](-[c:18]3[c:19]([Cl:31])[cH:20][c:21]([CH2:25][C:26](=[O:27])[O:28][CH2:29][CH3:30])[c:22]([CH3:24])[cH:23]3)[cH:16][cH:17]2)[n:11]1.[CH3:35][C:36]([OH:37])([CH3:38])[CH3:39].[ClH:34].[K+:2].[OH-:1]>>[C:3]([NH2:4])(=[O:5])[c:6]1[c:7]([CH3:33])[n:8][c:9]([CH3:32])[c:10](-[c:12]2[cH:13][cH:14][c:15](-[c:18]3[c:19]([Cl:31])[cH:20][c:21]([CH2:25][C:26](=[O:27])[OH:28])[c:22]([CH3:24])[cH:23]3)[cH:16][cH:17]2)[n:11]1. Reactants: C(C)OC(=O)C(CCC1=CC=CC=C1)N[C@@H]1C(N([C@@H](CSC1)C=1SC=CC1)CC(=O)OC(C)(C)C)=O (t-butyl α-{6(R)-[1-ethoxycarbonyl-3-phenylpropylamino]-5-oxo-3(S)-(2-thienyl)perhydro-1,4-thiazepin-4-yl}acetate), FC(C(=O)O)(F)F (trifluoroacetic acid). Yields the product C(C)OC(=O)[C@H](CCC1=CC=CC=C1)N[C@@H]1C(N([C@@H](CSC1)C=1SC=CC1)CC(=O)O)=O (α-{6(R)-[1(S)-ethoxycarbonyl-3-phenylpropylamino]-5-oxo-3(S)-(2-thienyl)perhydro-1,4-thiazepin-4-yl)acetic acid). RXN SMILES: [CH2:1]([O:3][C:4]([CH:6]([NH:15][C@H:16]1[CH2:22][S:21][CH2:20][C@@H:19]([C:23]2[S:24][CH:25]=[CH:26][CH:27]=2)[N:18]([CH2:28][C:29]([O:31]C(C)(C)C)=[O:30])[C:17]1=[O:36])[CH2:7][CH2:8][C:9]1[CH:14]=[CH:13][CH:12]=[CH:11][CH:10]=1)=[O:5])[CH3:2].FC(F)(F)C(O)=O>>[CH2:1]([O:3][C:4]([C@@H:6]([NH:15][C@H:16]1[CH2:22][S:21][CH2:20][C@@H:19]([C:23]2[S:24][CH:25]=[CH:26][CH:27]=2)[N:18]([CH2:28][C:29]([OH:31])=[O:30])[C:17]1=[O:36])[CH2:7][CH2:8][C:9]1[CH:10]=[CH:11][CH:12]=[CH:13][CH:14]=1)=[O:5])[CH3:2]. Procedure: 160 mg of isomer B of t-butyl α-{6(R)-[1-ethoxycarbonyl-3-phenylpropylamino]-5-oxo-3(S)-(2-thienyl)perhydro-1,4-thiazepin-4-yl}acetate [prepared as described in Example 16(h)] were subjected to de-t-butylation with trifluoroacetic acid in the manner described in Example 3, to give 118 mg of the title compound as an amorphous solid. Reactants: CC(C)([O-])C.[K+] (potassium tert butoxide), C(#N)CP(OCC)(OCC)=O (diethyl (cyanomethyl)phosphonate), ClC1=CC=C(C=C1)S(=O)(=O)C1(CCC(CC1)=O)C1=C(C=CC(=C1)F)F (4-[(4-chlorophenyl)sulfonyl]-4-(2,5-difluorophenyl)cyclohexanone), C(C)(=O)OC(C)C (isopropyl acetate). Run in O1CCCC1 (tetrahydrofuran), O1CCCC1 (tetrahydrofuran), O (water). Reaction conditions: time 2 hour. Yields the product ClC1=CC=C(C=C1)S(=O)(=O)C1(CCC(CC1)=CC#N)C1=C(C=CC(=C1)F)F ([4-[(4-chlorophenyl)sulfonyl]-4-(2,5-difluorophenyl)cyclohexylidene]acetonitrile). The yield is 87.2%. Reaction SMILES: CC(C)([O-])C.[K+].[C:7]([CH2:9]P(=O)(OCC)OCC)#[N:8].[Cl:18][C:19]1[CH:24]=[CH:23][C:22]([S:25]([C:28]2([C:35]3[CH:40]=[C:39]([F:41])[CH:38]=[CH:37][C:36]=3[F:42])[CH2:33][CH2:32][C:31](=O)[CH2:30][CH2:29]2)(=[O:27])=[O:26])=[CH:21][CH:20]=1.C(OC(C)C)(=O)C>O1CCCC1.O>[Cl:18][C:19]1[CH:20]=[CH:21][C:22]([S:25]([C:28]2([C:35]3[CH:40]=[C:39]([F:41])[CH:38]=[CH:37][C:36]=3[F:42])[CH2:29][CH2:30][C:31](=[CH:9][C:7]#[N:8])[CH2:32][CH2:33]2)(=[O:26])=[O:27])=[CH:23][CH:24]=1 |f:0.1|. Reported procedure: To a solution of potassium tert butoxide (1.0M in THF, 3.20 Kg, 3.55 mol) in tetrahydrofuran (2.1L) was added diethyl (cyanomethyl)phosphonate (642 g, 3.62 mol), maintaining the temperature below 5° C. The resulting solution was aged for 2 h and a solution of 4-[(4-chlorophenyl)sulfonyl]-4-(2,5-difluorophenyl)cyclohexanone (1.07 Kg, 2.78 mol) (Preparation 2) in tetrahydrofuran (3.9 L) was added. After the reaction was completed, isopropyl acetate (13.1 L) and water (26.3 L) were added. The organ... Reactants: [C@H]1([C@@H](O)[C@@H](O)[C@H](O)[C@H](O1)CO)O[C@@H]1[C@@H]([C@@H](OCCN)O[C@@H]([C@H]1O)CO[C@@H]1[C@@H](O)[C@@H](O)[C@H](O)[C@H](O1)CO)O (2-aminoethyl α-D-mannopyranosyl-(1→3)-[α-D-mannopyranosyl-(1→6)]-α-D-mannopyranoside), C(C1=CC=CC=C1)OC([C@H](CCC(=O)O)NC(=O)OCC1=CC=CC=C1)=O ((S)-5-(benzyloxy)-4-{[(benzyloxy)carbonyl]amino}-5-oxopentanoic acid), C(CCl)Cl (EDC). Reagents/catalysts: CN(C)C=1C=CN=CC1 (DMAP). The solvent is CN(C)C=O (DMF). Run at time 16 hour. The product is C(C1=CC=CC=C1)OC(=O)N[C@H](C(=O)OCC1=CC=CC=C1)CCC(=O)NCCO[C@@H]1[C@@H](O)[C@@H](O[C@@H]2[C@@H](O)[C@@H](O)[C@H](O)[C@H](O2)CO)[C@H](O)[C@H](O1)CO[C@@H]1[C@@H](O)[C@@H](O)[C@H](O)[C@H](O1)CO ((S)-benzyl 2-{[(benzyloxy)carbonyl]amino}-5-[(2-{[α-D-mannopyranosyl-(1→3)-[α-D-mannopyranosyl-(1→6)]-α-D-mannopyranosyl]oxy}ethyl)amino]-5-oxopentanoate). As a reaction SMILES: [C@H:1]1([O:12][C@H:13]2[C@H:22]([OH:23])[C@@H:21]([CH2:24][O:25][C@H:26]3[O:34][C@H:33]([CH2:35][OH:36])[C@@H:31]([OH:32])[C@H:29]([OH:30])[C@@H:27]3[OH:28])[O:20][C@H:15]([O:16][CH2:17][CH2:18][NH2:19])[C@H:14]2[OH:37])[O:9][C@H:8]([CH2:10][OH:11])[C@@H:6]([OH:7])[C@H:4]([OH:5])[C@@H:2]1[OH:3].[CH2:38]([O:45][C:46](=[O:64])[C@@H:47]([NH:53][C:54]([O:56][CH2:57][C:58]1[CH:63]=[CH:62][CH:61]=[CH:60][CH:59]=1)=[O:55])[CH2:48][CH2:49][C:50](O)=[O:51])[C:39]1[CH:44]=[CH:43][CH:42]=[CH:41][CH:40]=1.C(Cl)CCl>CN(C=O)C.CN(C1C=CN=CC=1)C>[CH2:57]([O:56][C:54]([NH:53][C@@H:47]([CH2:48][CH2:49][C:50]([NH:19][CH2:18][CH2:17][O:16][C@H:15]1[O:20][C@H:21]([CH2:24][O:25][C@H:26]2[O:34][C@H:33]([CH2:35][OH:36])[C@@H:31]([OH:32])[C@H:29]([OH:30])[C@@H:27]2[OH:28])[C@@H:22]([OH:23])[C@H:13]([O:12][C@H:1]2[O:9][C@H:8]([CH2:10][OH:11])[C@@H:6]([OH:7])[C@H:4]([OH:5])[C@@H:2]2[OH:3])[C@@H:14]1[OH:37])=[O:51])[C:46]([O:45][CH2:38][C:39]1[CH:44]=[CH:43][CH:42]=[CH:41][CH:40]=1)=[O:64])=[O:55])[C:58]1[CH:59]=[CH:60][CH:61]=[CH:62][CH:63]=1. Reported procedure: To a solution of 2-aminoethyl α-D-mannopyranosyl-(1→3)-[α-D-mannopyranosyl-(1→6)]-α-D-mannopyranoside (2.6 g, 4.75 mmol), and (S)-5-(benzyloxy)-4-{[(benzyloxy)carbonyl]amino}-5-oxopentanoic acid (2.0 g, 5.39 mmol) in DMF (36 mL) at 0° C. was added DMAP (580 mg, 4.75 mmol) and EDC (3.64 g, 19.00 mmol). The reaction mixture was allowed to gradually warm up to rt. After stirring for 16 hr, the reaction mixture was concentrated and the residue was purified by flash chromatography on C18 reverse phas...